From a dataset of the Open Reaction Database (ORD), a public repository of structured organic reaction records. describe an organic reaction: reactants, conditions, products, and yield The product is COc1ccc(CCCCN)c(OC)c1. Reaction SMILES: [Al+3:19].[CH2:24]1[O:25][CH2:26][CH2:27][CH2:28]1.[CH3:1][O:2][c:3]1[c:4]([CH2:11][CH2:12][CH2:13][CH2:14][N:15]=[N+:16]=[N-:17])[cH:5][cH:6][c:7]([O:9][CH3:10])[cH:8]1.[H-:18].[H-:21].[H-:22].[H-:23].[Li+:20]>>[CH3:1][O:2][c:3]1[c:4]([CH2:11][CH2:12][CH2:13][CH2:14][NH2:15])[cH:5][cH:6][c:7]([O:9][CH3:10])[cH:8]1. Reactants: [Al+3], C1CCOC1, COc1ccc(CCCCN=[N+]=[N-])c(OC)c1, [H-], [H-], [H-], [H-], [Li+].